Dataset: the Open Reaction Database (ORD), a public repository of structured organic reaction records. Task: describe an organic reaction: reactants, conditions, products, and yield Starting materials: C=CCBr, Cc1cc(=O)oc2c(C)c(O)c([N+](=O)[O-])cc12. Product: C=CCOc1c([N+](=O)[O-])cc2c(C)cc(=O)oc2c1C. Reaction SMILES: [CH2:18]([CH:19]=[CH2:20])[Br:21].[N+:1](=[O:2])([O-:3])[c:4]1[cH:5][c:6]2[c:7]([CH3:17])[cH:8][c:9](=[O:16])[o:10][c:11]2[c:12]([CH3:15])[c:13]1[OH:14]>>[N+:1](=[O:2])([O-:3])[c:4]1[cH:5][c:6]2[c:7]([CH3:17])[cH:8][c:9](=[O:16])[o:10][c:11]2[c:12]([CH3:15])[c:13]1[O:14][CH2:20][CH:19]=[CH2:18]. Reactants: Cl (Hydrochloric acid), C(C)(=O)OC=1C(=NC(=C(C(=O)O)C1)C(NC(C(C)C)(C)C(N)=O)=O)C (5-acetoxy-2-(1-carbamoyl-1,2-dimethylpropyl-carbamoyl)-6-methyl-nicotinic acid), CO (methanol). Product: COC(C1=C(N=C(C(=C1)OC(C)=O)C)C(NC(C(C)C)(C)C(N)=O)=O)=O (5-acetoxy-2-(1-carbamoyl-1,2-dimethylpropyl-carbamoyl)-6-methyl-nicotinic acid methyl ester). As a reaction SMILES: Cl.[C:2]([O:5][C:6]1[C:7]([CH3:26])=[N:8][C:9]([C:15](=[O:25])[NH:16][C:17]([C:22](=[O:24])[NH2:23])([CH3:21])[CH:18]([CH3:20])[CH3:19])=[C:10]([CH:14]=1)[C:11]([OH:13])=[O:12])(=[O:4])[CH3:3].[CH3:27]O>>[CH3:27][O:12][C:11](=[O:13])[C:10]1[CH:14]=[C:6]([O:5][C:2](=[O:4])[CH3:3])[C:7]([CH3:26])=[N:8][C:9]=1[C:15](=[O:25])[NH:16][C:17]([C:22](=[O:24])[NH2:23])([CH3:21])[CH:18]([CH3:19])[CH3:20]. Procedure details: Hydrochloric acid gas is led for 3 hours through a solution of 53 g (0.151 mol) 5-acetoxy-2-(1-carbamoyl-1,2-dimethylpropyl-carbamoyl)-6-methyl-nicotinic acid in 500 ml absolute methanol boiling under reflux. Then, the solvent is evaporated and the product is dried in a vacuum. Starting materials: ClC1=NC=NC2=CC=C(C=C12)[N+](=O)[O-] (4-chloro-6-nitroquinazoline), NC=1C=C2C=NNC2=CC1 (5-amino-1H-indazole). The product is Cl.N1N=CC2=CC(=CC=C12)NC1=NC=NC2=CC=C(C=C12)[N+](=O)[O-] (4-(1H-indazol-5-ylamino)-6-nitroquinazoline hydrochloride). The yield is 68.0%. RXN SMILES: [Cl:1][C:2]1[C:11]2[C:6](=[CH:7][CH:8]=[C:9]([N+:12]([O-:14])=[O:13])[CH:10]=2)[N:5]=[CH:4][N:3]=1.[NH2:15][C:16]1[CH:17]=[C:18]2[C:22](=[CH:23][CH:24]=1)[NH:21][N:20]=[CH:19]2>>[ClH:1].[NH:21]1[C:22]2[C:18](=[CH:17][C:16]([NH:15][C:2]3[C:11]4[C:6](=[CH:7][CH:8]=[C:9]([N+:12]([O-:14])=[O:13])[CH:10]=4)[N:5]=[CH:4][N:3]=3)=[CH:24][CH:23]=2)[CH:19]=[N:20]1 |f:2.3|. Reported procedure: Using an analogous procedure to that described in Example 1, 4-chloro-6-nitroquinazoline was reacted with 5-amino-1H-indazole to give in turn 4-(1H-indazol-5-ylamino)-6-nitroquinazoline hydrochloride in 68% yield, m.p. 289°-291° C., and the free base in quantitative yield. The reactants are O=C(Cl)Oc1ccc([N+](=O)[O-])cc1, CCC1CC(OC(=O)Oc2ccc([N+](=O)[O-])cc2)CC1c1nnc2cnc3c(ccn3S(=O)(=O)c3ccc(C)cc3)n12, CCC1CC(O)CC1c1nnc2cnc3c(ccn3S(=O)(=O)c3ccc(C)cc3)n12, CN(C)c1ccncc1, c1ccncc1. Yields the product CCC1CC(OC(=O)Oc2ccc([N+](=O)[O-])cc2)CC1c1nnc2cnc3c(ccn3S(=O)(=O)c3ccc(C)cc3)n12. RXN SMILES: [C:31]([O:32][c:33]1[cH:34][cH:35][c:36]([N+:39](=[O:40])[O-:41])[cH:37][cH:38]1)(=[O:42])[Cl:43].[C:59](=[O:60])([O:61][c:62]1[cH:63][cH:64][c:65]([N+:66]([O-:67])=[O:68])[cH:69][cH:70]1)[O:71][CH:72]1[CH2:73][CH:74]([c:75]2[n:76]3[c:77]4[cH:78][cH:79][n:80]([S:81]([c:82]5[cH:83][cH:84][c:85]([CH3:86])[cH:87][cH:88]5)(=[O:89])=[O:90])[c:91]4[n:92][cH:93][c:94]3[n:95][n:96]2)[CH:97]([CH2:98][CH3:99])[CH2:100]1.[CH2:1]([CH3:2])[CH:3]1[CH2:4][CH:5]([OH:30])[CH2:6][CH:7]1[c:8]1[n:9][n:10][c:11]2[n:12]1[c:13]1[c:14]([n:15][cH:16]2)[n:17]([S:20](=[O:21])(=[O:22])[c:23]2[cH:24][cH:25][c:26]([CH3:27])[cH:28][cH:29]2)[cH:18][cH:19]1.[CH3:50][N:51]([c:52]1[cH:53][cH:54][n:55][cH:56][cH:57]1)[CH3:58].[cH:44]1[cH:45][cH:46][n:47][cH:48][cH:49]1>>[CH2:1]([CH3:2])[CH:3]1[CH2:4][CH:5]([O:30][C:31]([O:32][c:33]2[cH:34][cH:35][c:36]([N+:39](=[O:40])[O-:41])[cH:37][cH:38]2)=[O:42])[CH2:6][CH:7]1[c:8]1[n:9][n:10][c:11]2[n:12]1[c:13]1[c:14]([n:15][cH:16]2)[n:17]([S:20](=[O:21])(=[O:22])[c:23]2[cH:24][cH:25][c:26]([CH3:27])[cH:28][cH:29]2)[cH:18][cH:19]1. Reactants: C=CC(=O)NCCC(=O)N(C)c1ccc2ncnc(Nc3ccc(OCc4cccc(F)c4)c(Cl)c3)c2c1, CCN(C(=O)CCN)c1ccc2ncnc(Nc3ccc(OCc4cccc(F)c4)c(Cl)c3)c2c1. Yields the product CN(C(=O)CCN)c1ccc2ncnc(Nc3ccc(OCc4cccc(F)c4)c(Cl)c3)c2c1. RXN SMILES: [Cl:1][c:2]1[cH:3][c:4]([NH:17][c:18]2[n:19][cH:20][n:21][c:22]3[cH:23][cH:24][c:25]([N:28]([C:29](=[O:30])[CH2:31][CH2:32][NH:33][C:34](=[O:35])[CH:36]=[CH2:37])[CH3:38])[cH:26][c:27]23)[cH:5][cH:6][c:7]1[O:8][CH2:9][c:10]1[cH:11][c:12]([F:16])[cH:13][cH:14][cH:15]1.[NH2:39][CH2:40][CH2:41][C:42]([N:43]([c:44]1[cH:45][c:46]2[c:47]([cH:48][cH:49]1)[n:50][cH:51][n:52][c:53]2[NH:54][c:55]1[cH:56][cH:57][c:58]([O:59][CH2:60][c:61]2[cH:62][cH:63][cH:64][c:65]([F:66])[cH:67]2)[c:68]([Cl:69])[cH:70]1)[CH2:71][CH3:72])=[O:73]>>[Cl:1][c:2]1[cH:3][c:4]([NH:17][c:18]2[n:19][cH:20][n:21][c:22]3[cH:23][cH:24][c:25]([N:28]([C:29](=[O:30])[CH2:31][CH2:32][NH2:33])[CH3:38])[cH:26][c:27]23)[cH:5][cH:6][c:7]1[O:8][CH2:9][c:10]1[cH:11][c:12]([F:16])[cH:13][cH:14][cH:15]1. The reactants are [O-2].[Nd+3].[O-2].[O-2].[Nd+3] (neodymium oxide), [Nd] (neodymium), C(C)C(COP(OCC(CCCC)CC)(O)=O)CCCC (di(2-ethylhexyl)phosphoric acid), CC1CCCCC1 (methylcyclohexane), Cl (hydrochloric acid), [Nd] (neodymium), Cl (HCl), Cl (hydrochloric acid). The solvent is O (water). Run at time 3 hour. The product is C(C)C(COP(=O)(OCC(CCCC)CC)[O-])CCCC.[Nd+] (neodymium di(2-ethylhexyl)phosphate). The yield is 100.0%. As a reaction SMILES: [O-2].[Nd+3:2].[O-2].[O-2].[Nd+3].[Nd].[CH2:7]([CH:9]([CH2:24][CH2:25][CH2:26][CH3:27])[CH2:10][O:11][P:12](=[O:23])([OH:22])[O:13][CH2:14][CH:15]([CH2:20][CH3:21])[CH2:16][CH2:17][CH2:18][CH3:19])[CH3:8].CC1CCCCC1.Cl>O>[CH2:7]([CH:9]([CH2:24][CH2:25][CH2:26][CH3:27])[CH2:10][O:11][P:12]([O-:23])([O:13][CH2:14][CH:15]([CH2:20][CH3:21])[CH2:16][CH2:17][CH2:18][CH3:19])=[O:22])[CH3:8].[Nd+:2] |f:0.1.2.3.4,10.11|. Reported procedure: 3.03 g of neodymium oxide containing 72.4% by weight of neodymium, 17.39 g of di(2-ethylhexyl)phosphoric acid (DEHPA), 80 g of methylcyclohexane (MCH) and 0.9 ml of hydrochloric acid at 1 mol/l are introduced into a reactor made inert beforehand with argon. This amount of hydrochloric acid corresponds to 0.06 molar equivalent of HCl relative to the neodymium. The mixture is stirred and brought to 80° C. for 3 h. The mixture is cooled. Three washes with 20 g of water are successively carried out ... Reactants: C1C=CC2=CC=CC=C12 (indene), C1(CCCCC1)N=C=NC1CCCCC1 (dicyclohexylcarbodiimide), OO (hydrogen peroxide). The solvent is C(C)O (ethanol). Yields the product C1C2C(O2)C3=CC=CC=C31 (indene epoxide). The yield is 19.4%. Reaction SMILES: [CH2:1]1[C:9]2[C:4](=[CH:5][CH:6]=[CH:7][CH:8]=2)[CH:3]=[CH:2]1.C1(N=C=NC2CCCCC2)CCCCC1.[OH:25]O>C(O)C>[CH2:1]1[C:9]2[C:4](=[CH:5][CH:6]=[CH:7][CH:8]=2)[CH:3]2[O:25][CH:2]12. Reported procedure: To a mixture of indene (426 mg, 3.67 mmol), dicyclohexylcarbodiimide (150 mg, 0.73 mmol), hydrogen peroxide (1 mL of 30% aqueous, 9.8 mmol) and ethanol (5 mL) was added 10 mg of cation exchange resin (mild) beads. The reaction mixture was stirred at room temperature for twenty-four hours. Filtration removed the dicyclohexylurea and the resin beads. The filtrate was partitioned in a separatory funnel between ether (30 mL) and water (20 mL). Standard ethereal workup, followed by column chromatogra...